From a dataset of the Open Reaction Database (ORD), a public repository of structured organic reaction records. describe an organic reaction: reactants, conditions, products, and yield Reactants: CN(C)C=O, O=Cc1c[nH]c2cc(C(=O)Nc3c(Cl)cncc3Cl)ccc12, [H-], [Na+], Cc1ccc(S(=O)(=O)Cl)cc1. The product is Cc1ccc(S(=O)(=O)n2cc(C=O)c3ccc(C(=O)Nc4c(Cl)cncc4Cl)cc32)cc1. Reaction SMILES: [CH3:36][N:37]([CH3:38])[CH:39]=[O:40].[Cl:1][c:2]1[cH:3][n:4][cH:5][c:6]([Cl:22])[c:7]1[NH:8][C:9](=[O:10])[c:11]1[cH:12][cH:13][c:14]2[c:15]([CH:20]=[O:21])[cH:16][nH:17][c:18]2[cH:19]1.[H-:23].[Na+:24].[c:25]1([CH3:35])[cH:26][cH:27][c:28]([S:31](=[O:32])(=[O:33])[Cl:34])[cH:29][cH:30]1>>[Cl:1][c:2]1[cH:3][n:4][cH:5][c:6]([Cl:22])[c:7]1[NH:8][C:9](=[O:10])[c:11]1[cH:12][cH:13][c:14]2[c:15]([CH:20]=[O:21])[cH:16][n:17]([S:31]([c:28]3[cH:27][cH:26][c:25]([CH3:35])[cH:30][cH:29]3)(=[O:32])=[O:33])[c:18]2[cH:19]1. The reactants are N1(CCNCC1)C1=NC=C(C=N1)C(C)=O (1-(2-(piperazin-1-yl)pyrimidin-5-yl)ethanone), FC1=CC=C(C=C1)[Mg]Br ((4-fluorophenyl)magnesium bromide). Run in C1CCOC1 (THF). Reaction conditions: time 3 hour. Yields the product FC1=CC=C(C=C1)C(C)(O)C=1C=NC(=NC1)N1CCNCC1 (1-(4-fluorophenyl)-1-(2-(piperazin-1-yl)pyrimidin-5-yl)ethanol). The yield is 38.0%. RXN SMILES: [N:1]1([C:7]2[N:12]=[CH:11][C:10]([C:13](=[O:15])[CH3:14])=[CH:9][N:8]=2)[CH2:6][CH2:5][NH:4][CH2:3][CH2:2]1.[F:16][C:17]1[CH:22]=[CH:21][C:20]([Mg]Br)=[CH:19][CH:18]=1>C1COCC1>[F:16][C:17]1[CH:22]=[CH:21][C:20]([C:13]([C:10]2[CH:11]=[N:12][C:7]([N:1]3[CH2:2][CH2:3][NH:4][CH2:5][CH2:6]3)=[N:8][CH:9]=2)([OH:15])[CH3:14])=[CH:19][CH:18]=1. Procedure details: To a solution of 1-(2-(piperazin-1-yl)pyrimidin-5-yl)ethanone (1.8 g, 8.73 mmol) in dry THF (100 mL) was added (4-fluorophenyl)magnesium bromide (1 M in THF, 87.3 mL) at 0° C. under N2. The mixture was stirred at RT for 3 h, then quenched with ammonium chloride solution and extracted with dichloromethane (300 mL). The organic layer was dried over sodium sulfate, filtered and concentrated. The residue was purified by Combi-flash (dicholomethane:methanol=10:1) to give the title compound (1.02 g, 3... Reactants: C(C)N1CCC2=C(C(C1)O)C=CS2 (6-ethyl-5,6,7,8-tetrahydro-4H-thieno[2,3-d]azepin-4-ol), C(N)(=O)C1=CC(=C(C=C1)F)Cl (4-carbamoyl-2-chloro-1-fluorobenzene). Yields the product C(N)(=O)C1=CC(=C(C=C1)OC1C2=C(CCN(C1)CC)SC=C2)Cl (4-(4-Carbamoyl-2-chlorophenyloxy)-6-ethyl-5,6,7,8-tetrahydro-4H-thieno[2,3-d]azepine). RXN SMILES: [CH2:1]([N:3]1[CH2:9][CH:8]([OH:10])[C:7]2[CH:11]=[CH:12][S:13][C:6]=2[CH2:5][CH2:4]1)[CH3:2].[C:14]([C:17]1[CH:22]=[CH:21][C:20](F)=[C:19]([Cl:24])[CH:18]=1)(=[O:16])[NH2:15]>>[C:14]([C:17]1[CH:22]=[CH:21][C:20]([O:10][CH:8]2[CH2:9][N:3]([CH2:1][CH3:2])[CH2:4][CH2:5][C:6]3[S:13][CH:12]=[CH:11][C:7]2=3)=[C:19]([Cl:24])[CH:18]=1)(=[O:16])[NH2:15]. Reported procedure: The same method as in Example 1 was conducted using 6-ethyl-5,6,7,8-tetrahydro-4H-thieno[2,3-d]azepin-4-ol (Reference Example 45) instead of 6-methyl-4,5,6,7-tetrahydrothieno[2,3-c]pyridin-4-ol (Reference Example 6) and was conducted using 4-carbamoyl-2-chloro-1-fluorobenzene instead of 1-fluoronaphthalene to give the objective compound. Starting materials: Cc1ccccc1, OCc1c(-c2ccc(Cl)cc2)nn(-c2ccccc2)c1Cl, Cl. The product is ClCc1c(-c2ccc(Cl)cc2)nn(-c2ccccc2)c1Cl. RXN SMILES: [CH3:23][c:24]1[cH:25][cH:26][cH:27][cH:28][cH:29]1.[Cl:2][c:3]1[c:4]([CH2:21][OH:22])[c:5](-[c:14]2[cH:15][cH:16][c:17]([Cl:20])[cH:18][cH:19]2)[n:6][n:7]1-[c:8]1[cH:9][cH:10][cH:11][cH:12][cH:13]1.[ClH:1]>>[Cl:1][CH2:21][c:4]1[c:3]([Cl:2])[n:7](-[c:8]2[cH:9][cH:10][cH:11][cH:12][cH:13]2)[n:6][c:5]1-[c:14]1[cH:15][cH:16][c:17]([Cl:20])[cH:18][cH:19]1. Reactants: ClC=1C=C(CN)C=CC1Cl (3,4-dichlorobenzylamine), ClC=1C2=C(N=C(N1)C1=CC=NC=C1)SC(=C2)Cl (4-chloro-2-(pyridin-4-yl)-6-chloro-thieno-[2,3-d]-pyrimidine). Yields the product N1=CC=C(C=C1)C=1N=C(C2=C(N1)SC(=C2)Cl)NCC2=CC(=C(C=C2)Cl)Cl (2-(pyridin-4-yl)-4-(3,4-dichlorobenzylamino)-6-chloro-thieno-[2,3-d]-pyrimidine). Reaction SMILES: [Cl:1][C:2]1[CH:3]=[C:4]([CH:7]=[CH:8][C:9]=1[Cl:10])[CH2:5][NH2:6].Cl[C:12]1[C:13]2[CH:26]=[C:25]([Cl:27])[S:24][C:14]=2[N:15]=[C:16]([C:18]2[CH:23]=[CH:22][N:21]=[CH:20][CH:19]=2)[N:17]=1>>[N:21]1[CH:20]=[CH:19][C:18]([C:16]2[N:17]=[C:12]([NH:6][CH2:5][C:4]3[CH:7]=[CH:8][C:9]([Cl:10])=[C:2]([Cl:1])[CH:3]=3)[C:13]3[CH:26]=[C:25]([Cl:27])[S:24][C:14]=3[N:15]=2)=[CH:23][CH:22]=1. Procedure: With the procedure of Example 1, the reaction of 3,4-dichlorobenzylamine with 4-chloro-2-(pyridin-4-yl)-6-chloro-thieno-[2,3-d]-pyrimidine yields 2-(pyridin-4-yl)-4-(3,4-dichlorobenzylamino)-6-chloro-thieno-[2,3-d]-pyrimidine. Starting materials: C(#N)C1=CC=C(C(=O)C(CCCCCC(=O)OCC)C(C)=O)C=C1 (ethyl 7-(4-cyanobenzoyl)-8-oxononanoate), C(C)C=1N(C=CC1)N (2-ethyl-1H-pyrrol-1-amine), Cl (hydrochloric acid), C(C)(=O)OCC (ethyl acetate). The reagents and catalysts are O.C1(=CC=C(C=C1)S(=O)(=O)O)C (p-toluenesulfonic acid monohydrate). Run in C1(=CC=CC=C1)C (toluene). Yields the product C(#N)C1=CC=C(C=C1)C=1C=2N(N=C(C1CCCCCC(=O)OCC)C)C(=CC2)CC (ethyl 6-[4-(4-cyanophenyl)-7-ethyl-2-methylpyrrolo-[1,2-b]pyridazin-3-yl]hexanoate). Yield: 82.0%. Reaction SMILES: [C:1]([C:3]1[CH:24]=[CH:23][C:6]([C:7]([CH:9]([C:20](=O)[CH3:21])[CH2:10][CH2:11][CH2:12][CH2:13][CH2:14][C:15]([O:17][CH2:18][CH3:19])=[O:16])=O)=[CH:5][CH:4]=1)#[N:2].[CH2:25]([C:27]1[N:28]([NH2:32])[CH:29]=[CH:30][CH:31]=1)[CH3:26].C(OCC)(=O)C.Cl>C1(C)C=CC=CC=1.O.C1(C)C=CC(S(O)(=O)=O)=CC=1>[C:1]([C:3]1[CH:24]=[CH:23][C:6]([C:7]2[C:29]3[N:28]([C:27]([CH2:25][CH3:26])=[CH:31][CH:30]=3)[N:32]=[C:20]([CH3:21])[C:9]=2[CH2:10][CH2:11][CH2:12][CH2:13][CH2:14][C:15]([O:17][CH2:18][CH3:19])=[O:16])=[CH:5][CH:4]=1)#[N:2] |f:5.6|. Procedure details: A mixture of ethyl 7-(4-cyanobenzoyl)-8-oxononanoate (2.2 g), 2-ethyl-1H-pyrrol-1-amine (809 mg), and p-toluenesulfonic acid monohydrate (64 mg) in toluene (40 ml) was refluxed for 20 minutes. The mixture was partioned between ethyl acetate and 1N hydrochloric acid. The organic layer was separated, washed with water and brine, dried over magnesium sulfate, and evaporated. The residue was chromatographed on silica gel eluting with a mixture of ethyl acetate and hexane (1:5) to give the product, w... Starting materials: C1(=CN2CCCC3=CC=CC1=C23)CC=2C(NC(C2C2=CNC3=CC=CC=C23)=O)=O (3-(5,6-dihydro-4H-pyrrolo[3,2,1-ij]quinolin-1-ylmethyl)-4-(1H-indol-3-yl)-pyrrole-2,5-dione), [Mg] (magnesium). Solvent: CO (methanol). The product is C1(=CN2CCCC3=CC=CC1=C23)C[C@@H]2C(NC([C@H]2C2=CNC3=CC=CC=C23)=O)=O ((±)-trans-3-(5,6-dihydro-4H-pyrrolo[3,2,1-ij]quinolin-1-ylmethyl)-4-(1H-indol-3-yl)-pyrrolidine-2,5-dione), powder. As a reaction SMILES: [C:1]1([CH2:13][C:14]2[C:15](=[O:29])[NH:16][C:17](=[O:28])[C:18]=2[C:19]2[C:27]3[C:22](=[CH:23][CH:24]=[CH:25][CH:26]=3)[NH:21][CH:20]=2)[C:11]2=[C:12]3[C:7](=[CH:8][CH:9]=[CH:10]2)[CH2:6][CH2:5][CH2:4][N:3]3[CH:2]=1.[Mg]>CO>[C:1]1([CH2:13][C@H:14]2[C@H:18]([C:19]3[C:27]4[C:22](=[CH:23][CH:24]=[CH:25][CH:26]=4)[NH:21][CH:20]=3)[C:17](=[O:28])[NH:16][C:15]2=[O:29])[C:11]2=[C:12]3[C:7](=[CH:8][CH:9]=[CH:10]2)[CH2:6][CH2:5][CH2:4][N:3]3[CH:2]=1. Procedure: To a solution of 3-(5,6-dihydro-4H-pyrrolo[3,2,1-ij]quinolin-1-ylmethyl)-4-(1H-indol-3-yl)-pyrrole-2,5-dione (207 mg, 0.54 mmol) in anhydrous methanol (12 ml) was added magnesium turnings (264 mg, 10.7 mmol). The mixture was heated to reflux for 1.5 hours. The mixture was separated between ethyl acetate (200 ml) and water (600 ml), the organic layer dried over anhydrous magnesium sulfate and evaporated to dryness to give a pale yellow brown solid. The solid was triturated with methanol and the s... The reactants are CC(C)(C)OC(=O)CBr, N#Cc1cccc(O)c1, O=C([O-])[O-], [K+], [K+], CN(C)C=O, O. The product is CC(C)(C)OC(=O)COc1cccc(C#N)c1. As a reaction SMILES: [Br:1][CH2:2][C:3](=[O:4])[O:5][C:6]([CH3:7])([CH3:8])[CH3:9].[C:10](#[N:11])[c:12]1[cH:13][c:14]([OH:18])[cH:15][cH:16][cH:17]1.[C:19](=[O:20])([O-:21])[O-:22].[K+:23].[K+:24].[O:25]=[CH:26][N:27]([CH3:28])[CH3:29].[OH2:30]>>[CH2:2]([C:3](=[O:4])[O:5][C:6]([CH3:7])([CH3:8])[CH3:9])[O:18][c:14]1[cH:13][c:12]([C:10]#[N:11])[cH:17][cH:16][cH:15]1.